From a dataset of the Open Reaction Database (ORD), a public repository of structured organic reaction records. describe an organic reaction: reactants, conditions, products, and yield The reactants are Cl.Cl.N1=C(C=CC=C1)CSC(N)=N (2-(pyrid-2-ylmethyl)isothiourea dihydrochloride), Cl.Cl.CC=1C=CC(=NC1)CSC(N)=N (2-(5-Methylpyrid-2-ylmethyl)isothiourea dihydrochloride). The product is Cl.ClCC1=NC=C(C=C1)C (2-chloromethyl-5-methylpyridine hydrochloride), NC(=S)N (thiourea), Cl.Cl.CC=1C=CC(=NC1)CSC(N)=N (2-(5-methylpyrid-2-ylmethyl)isothiourea dihydrochloride). As a reaction SMILES: [ClH:1].Cl.[CH3:3][C:4]1[CH:5]=[CH:6][C:7]([CH2:10][S:11][C:12](=[NH:14])[NH2:13])=[N:8][CH:9]=1.Cl.Cl.N1C=CC=CC=1CSC(=N)N>>[ClH:1].[Cl:1][CH2:10][C:7]1[CH:6]=[CH:5][C:4]([CH3:3])=[CH:9][N:8]=1.[NH2:13][C:12]([NH2:14])=[S:11].[ClH:1].[ClH:1].[CH3:3][C:4]1[CH:5]=[CH:6][C:7]([CH2:10][S:11][C:12](=[NH:13])[NH2:14])=[N:8][CH:9]=1 |f:0.1.2,3.4.5,6.7,9.10.11|. Procedure details: 2-(5-Methylpyrid-2-ylmethyl)isothiourea dihydrochloride can be prepared in accordance with the method described in Example 1 for the preparation of 2-(pyrid-2-ylmethyl)isothiourea dihydrochloride. Using 2-chloromethyl-5-methylpyridine hydrochloride (170 g) and thiourea (86 g) as the starting materials, 2-(5-methylpyrid-2-ylmethyl)isothiourea dihydrochloride (160 g) is obtained. Reactants: C(C)OC(=O)[C@H]1[C@@H](C[C@H](C1)O)C(NCC#N)=O ((1R,2R,4R)-2-(cyanomethyl-carbamoyl)-4-hydroxy-cyclopentanecarboxylic acid ethyl ester), S(C)(=O)(=O)[O-] (mesylate). Yields the product C(C)OC(=O)[C@H]1[C@@H](C[C@@H](C1)OS(=O)(=O)C)C(NCC#N)=O ((1R,2R,4S)-2-(cyanomethyl-carbamoyl)-4-methanesulfonyloxy-cyclopentanecarboxylic acid ethyl ester). RXN SMILES: [CH2:1]([O:3][C:4]([C@@H:6]1[CH2:10][C@H:9]([OH:11])[CH2:8][C@H:7]1[C:12](=[O:17])[NH:13][CH2:14][C:15]#[N:16])=[O:5])[CH3:2].[S:18]([O-])(=[O:21])(=[O:20])[CH3:19]>>[CH2:1]([O:3][C:4]([C@@H:6]1[CH2:10][C@@H:9]([O:11][S:18]([CH3:19])(=[O:21])=[O:20])[CH2:8][C@H:7]1[C:12](=[O:17])[NH:13][CH2:14][C:15]#[N:16])=[O:5])[CH3:2]. Procedure details: (1R,2R,4S)-2-(Cyanomethyl-carbamoyl)-4-hydroxy-cyclopentanecarboxylic acid ethyl ester (second fraction from step 2) was converted to the corresponding mesylate according to the procedure from example 1, step 4 to give (1R,2R,4S)-2-(cyanomethyl-carbamoyl)-4-methanesulfonyloxy-cyclopentanecarboxylic acid ethyl ester as a colorless solid. MS: 319.3 (M+H)+. The reactants are C1(=CC=C(C=C1)C=O)C1=CC=CC=C1 (4-biphenylcarboxaldehyde), C(C)(=O)C1=CC=CC=C1 (acetophenone). The product is C1(=CC=C(C=C1)C=CC(=O)C1=CC=CC=C1)C1=CC=CC=C1 (3-(biphenyl-4-yl)-1-phenylprop-2-en-1-one). As a reaction SMILES: [C:1]1([C:9]2[CH:14]=[CH:13][CH:12]=[CH:11][CH:10]=2)[CH:6]=[CH:5][C:4]([CH:7]=O)=[CH:3][CH:2]=1.[C:15]([C:18]1[CH:23]=[CH:22][CH:21]=[CH:20][CH:19]=1)(=[O:17])[CH3:16]>>[C:1]1([C:9]2[CH:14]=[CH:13][CH:12]=[CH:11][CH:10]=2)[CH:6]=[CH:5][C:4]([CH:7]=[CH:16][C:15]([C:18]2[CH:23]=[CH:22][CH:21]=[CH:20][CH:19]=2)=[O:17])=[CH:3][CH:2]=1. Procedure: By a procedure similar to that of example 1.59.1, starting from 4-biphenylcarboxaldehyde and acetophenone, 3-(biphenyl-4-yl)-1-phenylprop-2-en-1-one was obtained as yellowish solid. The reactants are CC1=CCC=C1 (2-methyl-1,3-cyclopentadiene), CC(=O)C (acetone), N1CCCC1 (pyrrolidine), aq. solution, OP(=O)(O)O (H3PO4). Run in C(C)O (ethanol). Run at time 8 hour. Product: CC=1C=CC(C1)=C(C)C (3,6,6-trimethylfulvene). Reaction SMILES: [CH3:1][C:2]1[CH:6]=[CH:5][CH2:4][CH:3]=1.[CH3:7][C:8]([CH3:10])=O.N1CCCC1.OP(O)(O)=O>C(O)C>[CH3:1][C:2]1[CH:3]=[CH:4][C:5](=[C:8]([CH3:10])[CH3:7])[CH:6]=1. Procedure details: A solution of 2-methyl-1,3-cyclopentadiene (125 g, 1.56 mol) in 1.2 L of ethanol was treated at low temperature with 126 mL (1.72 mol) of acetone and 142 mL (1.72 mol) of pyrrolidine. The resulting solution was kept below room temperature overnight. Then the reaction mixture was neutralized with a 10% aq. solution of H3PO4, extracted with hexane (3×150 mL) and washed with water until neutral pH. The organic phase was separated, dried with MgSO4 and concentrated. The residue was distilled at 70° ... Reactants: C(C=C)N (allylamine), OCC1=CC(C(C=N1)OCC1=CC=C(C=C1)OC)=O (6-hydroxymethyl-3-(p- methoxybenzyl)oxy-4-pyridone), C(C)(=O)OCC (ethyl acetate). Solvent: CO (methanol). Reaction conditions: time 14 hour. The product is C(C=C)N1C=C(C(C=C1CO)=O)OC(C1=CC=CC=C1)C1=CC=CC=C1 (1-allyl 3-diphenylmethoxy-6-hydroxymethyl-4-pyridone). RXN SMILES: [OH:1][CH2:2][C:3]1[N:8]=[CH:7][CH:6]([O:9][CH2:10][C:11]2[CH:16]=[CH:15][C:14](OC)=[CH:13][CH:12]=2)[C:5](=[O:19])[CH:4]=1.[CH2:20](N)[CH:21]=[CH2:22].C(O[CH2:28][CH3:29])(=O)C>CO>[CH2:20]([N:8]1[C:3]([CH2:2][OH:1])=[CH:4][C:5](=[O:19])[C:6]([O:9][CH:10]([C:11]2[CH:12]=[CH:13][CH:14]=[CH:15][CH:16]=2)[C:29]2[CH:28]=[CH:5][CH:4]=[CH:3][CH:2]=2)=[CH:7]1)[CH:21]=[CH2:22]. Procedure: To a suspension of 1.542 g of 6-hydroxymethyl-3-(p- methoxybenzyl)oxy-4-pyridone in methanol is 5.710 g of allylamine at room temperature, and the mixture is stirred for 14 hours. After condensing at reduced pressure, 20 ml of ethyl acetate is added to the residue to perform crystallization. After the mixture is left standing at 4° C. for 4 hours, the crystal is collected by filtration, washed with a small amount of ethyl acetate and dried under reduced pressure to give 1.050 g of the title comp...